This data is from the Open Reaction Database (ORD), a public repository of structured organic reaction records. The task is: describe an organic reaction: reactants, conditions, products, and yield Reactants: ClCC(=O)C1=CC=C(C=C1)OC (2-chloro-1-(4-methoxyphenyl)ethanone), Cl.Cl.C(C(=O)C1=CC=CC=C1)N1CCNCC1 (N-phenacyl piperazine dihydrochloride), C(=O)([O-])[O-].[K+].[K+] (K2CO3). Solvent: CN(C)C=O (DMF). Yields the product Cl.Cl.C(C(=O)C1=CC=CC=C1)N1CCN(CC1)CC(=O)C1=CC=C(C=C1)OC (N1-phenacyl-N4-(4-methoxyphenacyl)piperazine dihydrochloride). RXN SMILES: [Cl:1][CH2:2][C:3]([C:5]1[CH:10]=[CH:9][C:8]([O:11][CH3:12])=[CH:7][CH:6]=1)=[O:4].[ClH:13].Cl.[CH2:15]([N:24]1[CH2:29][CH2:28][NH:27][CH2:26][CH2:25]1)[C:16]([C:18]1[CH:23]=[CH:22][CH:21]=[CH:20][CH:19]=1)=[O:17].C([O-])([O-])=O.[K+].[K+]>CN(C=O)C>[ClH:1].[ClH:13].[CH2:15]([N:24]1[CH2:29][CH2:28][N:27]([CH2:2][C:3]([C:5]2[CH:10]=[CH:9][C:8]([O:11][CH3:12])=[CH:7][CH:6]=2)=[O:4])[CH2:26][CH2:25]1)[C:16]([C:18]1[CH:19]=[CH:20][CH:21]=[CH:22][CH:23]=1)=[O:17] |f:1.2.3,4.5.6,8.9.10|. Procedure: A mixture of 2-chloro-1-(4-methoxyphenyl)ethanone (3 mmol), N-phenacyl piperazine dihydrochloride (3 mmol) and K2CO3 (10 mmol) in 30 ml of DMF was treated according to the general preparation 2 to give compound (IV-9), 0.68 g (62%), mp 226-228° C., M+ 352.